From a dataset of the Open Reaction Database (ORD), a public repository of structured organic reaction records. describe an organic reaction: reactants, conditions, products, and yield Reactants: C(C)(=O)C1=C(C(=C(OCC=2C=C(C#N)C=CC2)C=C1)CCC)O (3-[(4-acetyl-3-hydroxy-2-propyl phenoxy)methyl]benzonitrile), [N-]=[N+]=[N-].[Na+] (sodium azide), [Cl-].[NH4+] (ammonium chloride). The solvent is CN(C=O)C (dimethylformamide). Yields the product OC1=C(C=CC(=C1CCC)OCC1=CC(=CC=C1)C1=NN=NN1)C(C)=O (1-[2-hydroxy-3-propyl-4-[[3-(1H-tetrazol-5-yl)phenyl]methoxy]phenyl]ethanone). Yield: 82.8%. RXN SMILES: [C:1]([C:4]1[CH:19]=[CH:18][C:7]([O:8][CH2:9][C:10]2[CH:11]=[C:12]([CH:15]=[CH:16][CH:17]=2)[C:13]#[N:14])=[C:6]([CH2:20][CH2:21][CH3:22])[C:5]=1[OH:23])(=[O:3])[CH3:2].[N-:24]=[N+:25]=[N-:26].[Na+].[Cl-].[NH4+]>CN(C)C=O>[OH:23][C:5]1[C:6]([CH2:20][CH2:21][CH3:22])=[C:7]([O:8][CH2:9][C:10]2[CH:17]=[CH:16][CH:15]=[C:12]([C:13]3[NH:26][N:25]=[N:24][N:14]=3)[CH:11]=2)[CH:18]=[CH:19][C:4]=1[C:1](=[O:3])[CH3:2] |f:1.2,3.4|. Reported procedure: A mixture of 8.25 g 3-[(4-acetyl-3-hydroxy-2-propyl phenoxy)methyl]benzonitrile, 5.20 g sodium azide and 4.30 g ammonium chloride in 125 mL anhydrous dimethylformamide was stirred and heated at 120° for 6 hr. The solvent was removed in vacuo and the residue was treated with 250 mL water and acidified with 10 mL 6N hydrochloric acid. The resulting solid was recrystallized from ethanol-water to give 7.78 g, mp 194°-195° of 1-[2-hydroxy-3-propyl-4-[[3-(1H-tetrazol-5-yl)phenyl]methoxy]phenyl]ethanon... As a reaction SMILES: [Br+2:13]([OH:14])([O-:15])[O-:16].[CH3:17][C:18](=[O:19])[OH:20].[N+:1](=[O:2])([O-:3])[c:4]1[c:5]([CH2:6][OH:7])[cH:8][cH:9][cH:10][cH:11]1.[OH2:12]>>[N+:1](=[O:2])([O-:3])[c:4]1[c:5]([CH:6]=[O:7])[cH:8][cH:9][cH:10][cH:11]1. Starting materials: [O-][Br+2]([O-])O, CC(=O)O, O=[N+]([O-])c1ccccc1CO, O. Product: O=Cc1ccccc1[N+](=O)[O-].